describe an organic reaction: reactants, conditions, products, and yield From a dataset of the Open Reaction Database (ORD), a public repository of structured organic reaction records. Starting materials: COC(=O)C=1N(C(C2=CC=C(C=C2C1OS(=O)(=O)C(F)(F)F)Cl)=O)CC1=CC=CC=C1 (2-benzyl-6-chloro-1-oxo-4-trifluoromethanesulfonyloxy-1,2-dihydroisoquinoline-3-carboxylic acid methyl ester), C([O-])([O-])=O.[Na+].[Na+] (sodium carbonate), FC1=CC=C(C=C1)B(O)O (4-fluorophenylboronic acid), C1(=CC=CC=C1)C (toluene). Reagents/catalysts: C=1C=CC(=CC1)[P](C=2C=CC=CC2)(C=3C=CC=CC3)[Pd]([P](C=4C=CC=CC4)(C=5C=CC=CC5)C=6C=CC=CC6)([P](C=7C=CC=CC7)(C=8C=CC=CC8)C=9C=CC=CC9)[P](C=1C=CC=CC1)(C=1C=CC=CC1)C=1C=CC=CC1 (tetrakis(triphenylphosphine)palladium(0)). The solvent is C(C)O (ethanol), O (water). Reaction conditions: temperature 80 celsius, time 12 hour. Yields the product COC(=O)C=1N(C(C2=CC=C(C=C2C1C1=CC=C(C=C1)F)Cl)=O)CC1=CC=CC=C1 (2-benzyl-6-chloro-4-(4-fluorophenyl)-1-oxo-1,2-dihydroisoquinoline-3-carboxylic acid methyl ester). Isolated yield 58.7%. As a reaction SMILES: [CH3:1][O:2][C:3]([C:5]1[N:6]([CH2:25][C:26]2[CH:31]=[CH:30][CH:29]=[CH:28][CH:27]=2)[C:7](=[O:24])[C:8]2[C:13]([C:14]=1OS(C(F)(F)F)(=O)=O)=[CH:12][C:11]([Cl:23])=[CH:10][CH:9]=2)=[O:4].C(=O)([O-])[O-].[Na+].[Na+].[F:38][C:39]1[CH:44]=[CH:43][C:42](B(O)O)=[CH:41][CH:40]=1.C1(C)C=CC=CC=1>C1C=CC([P]([Pd]([P](C2C=CC=CC=2)(C2C=CC=CC=2)C2C=CC=CC=2)([P](C2C=CC=CC=2)(C2C=CC=CC=2)C2C=CC=CC=2)[P](C2C=CC=CC=2)(C2C=CC=CC=2)C2C=CC=CC=2)(C2C=CC=CC=2)C2C=CC=CC=2)=CC=1.C(O)C.O>[CH3:1][O:2][C:3]([C:5]1[N:6]([CH2:25][C:26]2[CH:31]=[CH:30][CH:29]=[CH:28][CH:27]=2)[C:7](=[O:24])[C:8]2[C:13]([C:14]=1[C:42]1[CH:43]=[CH:44][C:39]([F:38])=[CH:40][CH:41]=1)=[CH:12][C:11]([Cl:23])=[CH:10][CH:9]=2)=[O:4] |f:1.2.3,^1:58,60,79,98|. Procedure: A mixture of 2-benzyl-6-chloro-1-oxo-4-trifluoromethanesulfonyloxy-1,2-dihydroisoquinoline-3-carboxylic acid methyl ester (100 mg), sodium carbonate (45 mg), 4-fluorophenylboronic acid (35 mg), tetrakis(triphenylphosphine)palladium(0) (12 mg), toluene (2.0 ml), water (0.4 ml) and ethanol (0.4 ml) in a pear shape flask with dimroth was deaerated in a vacuum line, substituted with argon and stirred at 80° C. for 12 hrs. After cooling, the reaction mixture was partitioned between water and ethyl ac... Reaction conditions: time 1 hour. RXN SMILES: [NH2:1][C:2]1[CH:33]=[CH:32][C:5]([O:6][CH2:7][CH2:8][CH2:9][N:10]2[CH2:15][CH2:14][CH:13]([C:16]([C:25]3[CH:30]=[CH:29][C:28]([F:31])=[CH:27][CH:26]=3)([C:18]3[CH:23]=[CH:22][C:21]([F:24])=[CH:20][CH:19]=3)[OH:17])[CH2:12][CH2:11]2)=[CH:4][CH:3]=1.[CH3:34][N:35]=[C:36]=[O:37]>C1C=CC=CC=1>[F:24][C:21]1[CH:22]=[CH:23][C:18]([C:16]([C:25]2[CH:26]=[CH:27][C:28]([F:31])=[CH:29][CH:30]=2)([OH:17])[CH:13]2[CH2:14][CH2:15][N:10]([CH2:9][CH2:8][CH2:7][O:6][C:5]3[CH:32]=[CH:33][C:2]([NH:1][C:36]([NH:35][CH3:34])=[O:37])=[CH:3][CH:4]=3)[CH2:11][CH2:12]2)=[CH:19][CH:20]=1. Reported procedure: To a solution of 4.5 g (0.01 mole) of 1-[3-(4-aminophenoxy)propyl]-α,α-bis(4-fluorophenyl)-4-piperidinemethanol in 50 ml of benzene was added dropwise a solution of 0.6 g (0.01 mole) of methylisocyanate in 10 ml of benzene. The mixture was stirred for 1 hr during which time a solid precipitated. The mixture was diluted with 25 ml of cyclohexane, the solid was collected by filtration and recrystallized from 2-propanol to yield 1.6 g (31%) of title compound as a white solid, mp 177°-178° C. Reactants: NC1=CC=C(OCCCN2CCC(CC2)C(O)(C2=CC=C(C=C2)F)C2=CC=C(C=C2)F)C=C1 (1-[3-(4-aminophenoxy)propyl]-α,α-bis(4-fluorophenyl)-4-piperidinemethanol), CN=C=O (methylisocyanate). Yield: 31.4%. The product is FC1=CC=C(C=C1)C(C1CCN(CC1)CCCOC1=CC=C(C=C1)NC(=O)NC)(O)C1=CC=C(C=C1)F (N-[4-[3-[4-[Bis(4-fluorophenyl)hydroxymethyl]-1-piperidinyl]propoxy]-phenyl]-N'-methylurea). Run in C1=CC=CC=C1 (benzene), C1=CC=CC=C1 (benzene).